From a dataset of the Open Reaction Database (ORD), a public repository of structured organic reaction records. describe an organic reaction: reactants, conditions, products, and yield Reactants: COC(NC1=C(C(=C(C=C1)F)C(C1=CNC=2N=CN=C(C21)O)O)F)=O ({2,4-difluoro-3-[hydroxy-(4-hydroxy-7H-pyrrolo[2,3-d]pyrimidin-5-yl)-methyl]-phenyl}-carbamic acid methyl ester), C([O-])(O)=O.[Na+] (sodium bicarbonate), S(=S)(=O)([O-])[O-].[Na+].[Na+] (sodium thiosulfate), CC(=O)OI1(C=2C=CC=CC2C(=O)O1)(OC(=O)C)OC(=O)C (Dess-Martin periodinane). Run in O1CCCC1 (tetrahydrofuran), C(C)(=O)OCC (ethyl acetate). Reaction conditions: time 3 hour. Yields the product NC=1C(=C(C(=CC1)F)C(=O)C1=CNC=2N=CN=C(C21)O)F ((3-amino-2,6-difluoro-phenyl)-(4-hydroxy-7H-pyrrolo[2,3-d]pyrimidin-5-yl)-methanone). Yield: 50.2%. Reaction SMILES: COC(=O)[NH:4][C:5]1[CH:10]=[CH:9][C:8]([F:11])=[C:7]([CH:12]([OH:23])[C:13]2[C:21]3[C:20]([OH:22])=[N:19][CH:18]=[N:17][C:16]=3[NH:15][CH:14]=2)[C:6]=1[F:24].CC(OI1(OC(C)=O)(OC(C)=O)OC(=O)C2C=CC=CC1=2)=O.C(=O)(O)[O-].[Na+].S([O-])([O-])(=O)=S.[Na+].[Na+]>O1CCCC1.C(OCC)(=O)C>[NH2:4][C:5]1[C:6]([F:24])=[C:7]([C:12]([C:13]2[C:21]3[C:20]([OH:22])=[N:19][CH:18]=[N:17][C:16]=3[NH:15][CH:14]=2)=[O:23])[C:8]([F:11])=[CH:9][CH:10]=1 |f:2.3,4.5.6|. Procedure details: In a reaction vessel, {2,4-difluoro-3-[hydroxy-(4-hydroxy-7H-pyrrolo[2,3-d]pyrimidin-5-yl)-methyl]-phenyl}-carbamic acid methyl ester (38, 690 mg, 1.97 mmol) is dissolved in 200 mL of tetrahydrofuran and Dess-Martin periodinane (877.3 mg, 2.068 mmol) is added. The resulting mixture is stirred at room temperature for 3 hours, then 20 mL of saturated aqueous sodium bicarbonate, 5 mL of saturated aqueous sodium thiosulfate, and 100 mL of ethyl acetate are added for extraction. The organic layer is ... Reactants: C(#N)CC1(CNC1)N1N=CC(=C1)C1=CC=2N(N=C1)C(=CN2)C=2C=C(C=CC2)NC(=O)NCC(F)(F)F (N-[3-(7-{1-[3-(cyanomethyl)azetidin-3-yl]-1H-pyrazol-4-yl}imidazo[1,2-b]pyridazin-3-yl)phenyl]-N′-(2,2,2-trifluoroethyl)urea), N1(CCCC1)C(=O)Cl (1-pyrrolidinecarbonyl chloride). Yields the product C(#N)CC1(CN(C1)C(=O)N1CCCC1)N1N=CC(=C1)C1=CC=2N(N=C1)C(=CN2)C=2C=C(C=CC2)NC(=O)NCC(F)(F)F (N-[3-(7-{1-[3-(Cyanomethyl)-1-(pyrrolidin-1-ylcarbonyl)azetidin-3-yl]-1H-pyrazol-4-yl}imidazo[1,2-b]pyridazin-3-yl)phenyl]-N′-(2,2,2-trifluoroethyl)urea). RXN SMILES: [C:1]([CH2:3][C:4]1([N:8]2[CH:12]=[C:11]([C:13]3[CH:18]=[N:17][N:16]4[C:19]([C:22]5[CH:23]=[C:24]([NH:28][C:29]([NH:31][CH2:32][C:33]([F:36])([F:35])[F:34])=[O:30])[CH:25]=[CH:26][CH:27]=5)=[CH:20][N:21]=[C:15]4[CH:14]=3)[CH:10]=[N:9]2)[CH2:7][NH:6][CH2:5]1)#[N:2].[N:37]1([C:42](Cl)=[O:43])[CH2:41][CH2:40][CH2:39][CH2:38]1>>[C:1]([CH2:3][C:4]1([N:8]2[CH:12]=[C:11]([C:13]3[CH:18]=[N:17][N:16]4[C:19]([C:22]5[CH:23]=[C:24]([NH:28][C:29]([NH:31][CH2:32][C:33]([F:35])([F:36])[F:34])=[O:30])[CH:25]=[CH:26][CH:27]=5)=[CH:20][N:21]=[C:15]4[CH:14]=3)[CH:10]=[N:9]2)[CH2:5][N:6]([C:42]([N:37]2[CH2:41][CH2:40][CH2:39][CH2:38]2)=[O:43])[CH2:7]1)#[N:2]. Procedure: This compound was prepared by using procedures analogous to those described for the synthesis of Example 85 starting from N-[3-(7-{1-[3-(cyanomethyl)azetidin-3-yl]-1H-pyrazol-4-yl}imidazo[1,2-b]pyridazin-3-yl)phenyl]-N′-(2,2,2-trifluoroethyl)urea and 1-pyrrolidinecarbonyl chloride. LCMS (M+H)+: m/z=593.2.